Dataset: the Open Reaction Database (ORD), a public repository of structured organic reaction records. Task: describe an organic reaction: reactants, conditions, products, and yield The reactants are COC(=O)CCCCOc1cc2c(cc1N)nc(-c1ccccc1)n2-c1ccc(OC)cc1, [Cl-], O=S(=O)(O)c1ccc(Cl)cc1. Yields the product COC(=O)CCCCOc1cc2c(cc1NS(=O)(=O)c1ccc(Cl)cc1)nc(-c1ccccc1)n2-c1ccc(OC)cc1. As a reaction SMILES: [CH3:1][O:2][C:3]([CH2:4][CH2:5][CH2:6][CH2:7][O:8][c:9]1[c:10]([NH2:32])[cH:11][c:12]2[c:13]([n:14](-[c:23]3[cH:24][cH:25][c:26]([O:29][CH3:30])[cH:27][cH:28]3)[c:15](-[c:17]3[cH:18][cH:19][cH:20][cH:21][cH:22]3)[n:16]2)[cH:31]1)=[O:33].[Cl-:34].[Cl:35][c:36]1[cH:37][cH:38][c:39]([S:42](=[O:43])(=[O:44])[OH:45])[cH:40][cH:41]1>>[CH3:1][O:2][C:3]([CH2:4][CH2:5][CH2:6][CH2:7][O:8][c:9]1[c:10]([NH:32][S:42]([c:39]2[cH:38][cH:37][c:36]([Cl:35])[cH:41][cH:40]2)(=[O:43])=[O:44])[cH:11][c:12]2[c:13]([n:14](-[c:23]3[cH:24][cH:25][c:26]([O:29][CH3:30])[cH:27][cH:28]3)[c:15](-[c:17]3[cH:18][cH:19][cH:20][cH:21][cH:22]3)[n:16]2)[cH:31]1)=[O:33]. Starting materials: C([O-])([O-])=O.[Cs+].[Cs+] (cesium carbonate), FC1=NC=C(C=C1)O (2-fluoro-5-hydroxypyridine), CN(C=O)C (dimethylformamide), BrCCOC1OCCCC1 (2-(2-bromoethoxy)tetrahydro-2H-pyran). The solvent is CCOC(=O)C (EtOAc). Run at time 8 hour. The product is FC1=NC=C(C=C1)OCCOC1OCCCC1 (2-fluoro-5-[2-(tetrahydro-2H-pyran-2-yloxy)ethoxy]pyridine). The yield is 91.0%. As a reaction SMILES: C(=O)([O-])[O-].[Cs+].[Cs+].[F:7][C:8]1[CH:13]=[CH:12][C:11]([OH:14])=[CH:10][N:9]=1.CN(C)C=O.Br[CH2:21][CH2:22][O:23][CH:24]1[CH2:29][CH2:28][CH2:27][CH2:26][O:25]1>CCOC(C)=O>[F:7][C:8]1[CH:13]=[CH:12][C:11]([O:14][CH2:21][CH2:22][O:23][CH:24]2[CH2:29][CH2:28][CH2:27][CH2:26][O:25]2)=[CH:10][N:9]=1 |f:0.1.2|. Procedure details: Add cesium carbonate (3 Eq, 53.05 mmoles; 17.2 g) to a solution of 2-fluoro-5-hydroxypyridine (2.0 g, 1.00 Eq, 17.68 mmoles) in dimethylformamide (0.3 M; 762.37 mmoles; 59.0 mL), followed by 2-(2-bromoethoxy)tetrahydro-2H-pyran (17.7 mmoles, 3.7 g) and stir at room temperature overnight. Transfer to a separatory funnel and add EtOAc (500 mL). Wash organic layer, wash with water (300 mL) followed by brine (200 mL). Dry over Na2SO4, filter and concentrate. Purify the crude mixture by HPLC eluting ... Starting materials: BrCCC=CCC=CCC=CCCCCC (Bromo-3,6,9-pentadecatriene), C1(=CC=CC=C1)P(C1=CC=CC=C1)C1=CC=CC=C1 (triphenylphosphine), [Br-].C1(=CC=CC=C1)[PH+](C1=CC=CC=C1)C1=CC=CC=C1 (triphenyl-phosphonium Bromide). The solvent is C(C)#N (acetonitrile). Reaction conditions: temperature 70 celsius. The product is BrCC\C=C/C\C=C/C\C=C/CCCCC ((3Z,6Z,9Z)-1-Bromo-3,6,9-pentadecatriene). As a reaction SMILES: [Br-].C1([PH+](C2C=CC=CC=2)C2C=CC=CC=2)C=CC=CC=1.[Br:21][CH2:22][CH2:23][CH:24]=[CH:25][CH2:26][CH:27]=[CH:28][CH2:29][CH:30]=[CH:31][CH2:32][CH2:33][CH2:34][CH2:35][CH3:36].C1(P(C2C=CC=CC=2)C2C=CC=CC=2)C=CC=CC=1>C(#N)C>[Br:21][CH2:22][CH2:23]/[CH:24]=[CH:25]\[CH2:26]/[CH:27]=[CH:28]\[CH2:29]/[CH:30]=[CH:31]\[CH2:32][CH2:33][CH2:34][CH2:35][CH3:36] |f:0.1|. Reported procedure: (3Z,6Z,9Z)-3,6,9,-Pentadecatrieyl!triphenyl-phosphonium Bromide. Bromo-3,6,9-pentadecatriene (7.0 g, 24.6 mmol) was treated with 7.5 g (28.6 mmol) of triphenylphosphine in 25 mL of acetonitrile. The mixture was heated to 70° C. under nitrogen atmosphere. Following reaction completion (monitor salt formation by TLC; 72 hours) the mixture was dried for 36 hours under reduced pressure to ensure removal of traces of acetonitrile. The resultant yellow residue, 13.45 g, was used in the next reaction w... The reactants are compound ( B ), NCCNCCNCC(=O)NCCCCCC(=O)NC=1C(=C(C(=CC1I)I)CC(C(=O)O)CC)I (3-[6- [[[2-[(aminoethyl)amino]ethyl]amino]acetylamino]-1-oxohexyl]amino-α-ethyl-2,4,6-triiodobenzenepropanoic acid), BrCC(=O)O (bromoacetic acid). Solvent: O (H2O). Product: C(=O)(O)C(CC=1C(=C(C(=CC1I)I)NC(CCCCCNC(CN(CCN(CCN(CC(=O)O)CC(=O)O)CC(=O)O)CC(=O)O)=O)=O)I)CC (18-[[3-(2-carboxybutyl)-2,4,6-triiodophenyl]amino]-3,6,9-tris(carboxymethyl)-11,18-dioxo-3,6,9,12-tetraazaoctadecanoic acid). Yield: 41.3%. As a reaction SMILES: Br[CH2:2][C:3]([OH:5])=[O:4].[NH2:6][CH2:7][CH2:8][NH:9][CH2:10][CH2:11][NH:12][CH2:13][C:14]([NH:16][CH2:17][CH2:18][CH2:19][CH2:20][CH2:21][C:22]([NH:24][C:25]1[C:26]([I:40])=[C:27]([CH2:33][CH:34]([CH2:38][CH3:39])[C:35]([OH:37])=[O:36])[C:28]([I:32])=[CH:29][C:30]=1[I:31])=[O:23])=[O:15]>O>[C:35]([CH:34]([CH2:38][CH3:39])[CH2:33][C:27]1[C:26]([I:40])=[C:25]([NH:24][C:22](=[O:23])[CH2:21][CH2:20][CH2:19][CH2:18][CH2:17][NH:16][C:14](=[O:15])[CH2:13][N:12]([CH2:2][C:3]([OH:5])=[O:4])[CH2:11][CH2:10][N:9]([CH2:2][C:3]([OH:5])=[O:4])[CH2:8][CH2:7][N:6]([CH2:2][C:3]([OH:5])=[O:4])[CH2:2][C:3]([OH:5])=[O:4])[C:30]([I:31])=[CH:29][C:28]=1[I:32])([OH:37])=[O:36]. Procedure details: According to the procedure described in Example 1, 52.1 g of bromoacetic acid (0.375 mol) are reacted with 62 g of compound (B) 3-[6- [[[2-[(aminoethyl)amino]ethyl]amino]acetylamino]-1-oxohexyl]amino-α-ethyl-2,4,6-triiodobenzenepropanoic acid (0.075 mol) in 400 ml of H2O. 32.9 g of 18-[[3-(2-carboxybutyl)-2,4,6-triiodophenyl]amino]-3,6,9-tris(carboxymethyl)-11,18-dioxo-3,6,9,12-tetraazaoctadecanoic acid (0.031 mol) are obtained. Run in CCOC(=O)C (EtOAc), CO (MeOH). The reagents and catalysts are [Pd] (Pd/C). Product: NC=1C=C(C(=O)NCCN2CCOCC2)C=C(C1)C(F)(F)F (3-amino-N-(2-morpholinoethyl)-5-(trifluoromethyl)benzamide). RXN SMILES: [O:1]1[CH2:6][CH2:5][N:4]([CH2:7][CH2:8][NH:9][C:10](=[O:24])[C:11]2[CH:16]=[C:15]([C:17]([F:20])([F:19])[F:18])[CH:14]=[C:13]([N+:21]([O-])=O)[CH:12]=2)[CH2:3][CH2:2]1>CCOC(C)=O.CO.[Pd]>[NH2:21][C:13]1[CH:12]=[C:11]([CH:16]=[C:15]([C:17]([F:20])([F:19])[F:18])[CH:14]=1)[C:10]([NH:9][CH2:8][CH2:7][N:4]1[CH2:3][CH2:2][O:1][CH2:6][CH2:5]1)=[O:24]. Starting materials: O1CCN(CC1)CCNC(C1=CC(=CC(=C1)C(F)(F)F)[N+](=O)[O-])=O (N-(2-morpholinoethyl)-3-nitro-5-(trifluoromethyl)benzamide). Procedure details: A mixture of N-(2-morpholinoethyl)-3-nitro-5-(trifluoromethyl)benzamide (300 mg, 0.865 mmol, 1.0 equiv) and 10% Pd/C (20 mg) in EtOAc (25 ml) and MeOH (2 mL) was exposed to an atmosphere of H2 (balloon). Upon completion of the reduction, the reaction mixture was filtered through celite and concentrated in vacuo to afford 3-amino-N-(2-morpholinoethyl)-5-(trifluoromethyl)benzamide, which was advanced without further purification. MS m/z: 318 (M+H+); Calculated for C14H18F3N3O2: 317.1 The reactants are CCCCCCBr, CCO, [Na], CC(C)(C)c1cc(-c2c(S)ssc2=S)cc(C(C)(C)C)c1O. The product is CCCCCCSc1ssc(=S)c1-c1cc(C(C)(C)C)c(O)c(C(C)(C)C)c1. RXN SMILES: [CH2:24]([CH2:25][CH2:26][CH2:27][CH2:28][CH3:29])[Br:30].[CH3:31][CH2:32][OH:33].[Na:1].[SH:2][c:3]1[c:4](-[c:9]2[cH:10][c:11]([C:20]([CH3:21])([CH3:22])[CH3:23])[c:12]([OH:19])[c:13]([C:15]([CH3:16])([CH3:17])[CH3:18])[cH:14]2)[c:5](=[S:8])[s:6][s:7]1>>[S:2]([c:3]1[c:4](-[c:9]2[cH:10][c:11]([C:20]([CH3:21])([CH3:22])[CH3:23])[c:12]([OH:19])[c:13]([C:15]([CH3:16])([CH3:17])[CH3:18])[cH:14]2)[c:5](=[S:8])[s:6][s:7]1)[CH2:24][CH2:25][CH2:26][CH2:27][CH2:28][CH3:29]. The reactants are N#CCBr, CCOC(=O)c1cc2c([nH]1)CC(C)(C)C2, CCOC(C)=O, [H-], [Na+], CN(C)C=O, O. Product: CCOC(=O)c1cc2c(n1CC#N)CC(C)(C)C2. Reaction SMILES: [Br:18][CH2:19][C:20]#[N:21].[CH3:1][C:2]1([CH3:15])[CH2:3][c:4]2[c:5]([nH:6][c:7]([C:9](=[O:10])[O:11][CH2:12][CH3:13])[cH:8]2)[CH2:14]1.[CH3:28][CH2:29][O:30][C:31](=[O:32])[CH3:33].[H-:17].[Na+:16].[O:23]=[CH:24][N:25]([CH3:26])[CH3:27].[OH2:22]>>[CH3:1][C:2]1([CH3:15])[CH2:3][c:4]2[c:5]([n:6]([CH2:19][C:20]#[N:21])[c:7]([C:9](=[O:10])[O:11][CH2:12][CH3:13])[cH:8]2)[CH2:14]1.